Dataset: the Open Reaction Database (ORD), a public repository of structured organic reaction records. Task: describe an organic reaction: reactants, conditions, products, and yield Starting materials: O=C(O)c1c(F)cccc1F, CCN1C(=O)C(C)(C)c2cc3[nH]c(-c4n[nH]cc4N)nc3cc21. The product is CCN1C(=O)C(C)(C)c2cc3[nH]c(-c4n[nH]cc4NC(=O)c4c(F)cccc4F)nc3cc21. Reaction SMILES: [F:24][c:25]1[c:26]([C:27](=[O:28])[OH:29])[c:30]([F:34])[cH:31][cH:32][cH:33]1.[NH2:1][c:2]1[c:3](-[c:7]2[n:8][c:9]3[c:10]([cH:11][c:12]4[c:16]([cH:17]3)[N:15]([CH2:18][CH3:19])[C:14](=[O:20])[C:13]4([CH3:21])[CH3:22])[nH:23]2)[n:4][nH:5][cH:6]1>>[NH:1]([c:2]1[c:3](-[c:7]2[n:8][c:9]3[c:10]([cH:11][c:12]4[c:16]([cH:17]3)[N:15]([CH2:18][CH3:19])[C:14](=[O:20])[C:13]4([CH3:21])[CH3:22])[nH:23]2)[n:4][nH:5][cH:6]1)[C:27]([c:26]1[c:25]([F:24])[cH:33][cH:32][cH:31][c:30]1[F:34])=[O:28]. The reactants are CC(N)CN1CC(C)(C)OCC1C(=O)Nc1cc(Cl)cc2c1[nH]c1cnccc12, ClCCl, COC(=O)Cl, Cl, O, c1ccncc1. Yields the product COC(=O)NC(C)CN1CC(C)(C)OCC1C(=O)Nc1cc(Cl)cc2c1[nH]c1cnccc12. As a reaction SMILES: [Cl:2][c:3]1[cH:4][c:5]2[c:6]3[cH:7][cH:8][n:9][cH:10][c:11]3[nH:12][c:13]2[c:14]([NH:16][C:17](=[O:18])[CH:19]2[CH2:20][O:21][C:22]([CH3:29])([CH3:30])[CH2:23][N:24]2[CH2:25][CH:26]([CH3:27])[NH2:28])[cH:15]1.[Cl:31][CH2:32][Cl:33].[Cl:34][C:35](=[O:36])[O:37][CH3:38].[ClH:1].[OH2:39].[cH:40]1[cH:41][cH:42][n:43][cH:44][cH:45]1>>[Cl:2][c:3]1[cH:4][c:5]2[c:6]3[cH:7][cH:8][n:9][cH:10][c:11]3[nH:12][c:13]2[c:14]([NH:16][C:17](=[O:18])[CH:19]2[CH2:20][O:21][C:22]([CH3:29])([CH3:30])[CH2:23][N:24]2[CH2:25][CH:26]([CH3:27])[NH:28][C:35](=[O:36])[O:37][CH3:38])[cH:15]1.